Dataset: the Open Reaction Database (ORD), a public repository of structured organic reaction records. Task: describe an organic reaction: reactants, conditions, products, and yield Starting materials: CC(=O)O, Nc1cccc(C(F)(F)F)c1, N#C[K], O=C1CCN(Cc2ccccc2)CC1. Yields the product N#CC1(Nc2cccc(C(F)(F)F)c2)CCN(Cc2ccccc2)CC1. RXN SMILES: [CH3:29][C:30](=[O:31])[OH:32].[F:15][C:16]([c:17]1[cH:18][c:19]([NH2:23])[cH:20][cH:21][cH:22]1)([F:24])[F:25].[K:26][C:27]#[N:28].[c:1]1([CH2:7][N:8]2[CH2:9][CH2:10][C:11](=[O:14])[CH2:12][CH2:13]2)[cH:2][cH:3][cH:4][cH:5][cH:6]1>>[c:1]1([CH2:7][N:8]2[CH2:9][CH2:10][C:11]([NH:23][c:19]3[cH:18][c:17]([C:16]([F:15])([F:24])[F:25])[cH:22][cH:21][cH:20]3)([C:27]#[N:28])[CH2:12][CH2:13]2)[cH:2][cH:3][cH:4][cH:5][cH:6]1. The reactants are ClC1=CC=C(C=C1)C(CCN1CCC(CC1)C=1C=C(C=CC1)NC(C(C)C)=O)O (N-(3-{1-[3-(4-chlorophenyl)-3-hydroxypropyl]-4-piperidinyl}phenyl)-2-methylpropanamide), COC1=CC=C(C=C1)O (4-methoxyphenol). The product is ClC1=CC=C(C=C1)C(CCN1CCC(CC1)C=1C=C(C=CC1)NC(C(C)C)=O)OC1=CC=C(C=C1)OC (N-(3-{1-[3-(4-CHLOROPHENYL)-3-(4-METHOXYPHENOXY)PROPYL]-4-PIPERIDINYL}PHENYL)-2-METHYLPROPANAMIDE). Reaction SMILES: [Cl:1][C:2]1[CH:7]=[CH:6][C:5]([CH:8]([OH:29])[CH2:9][CH2:10][N:11]2[CH2:16][CH2:15][CH:14]([C:17]3[CH:18]=[C:19]([NH:23][C:24](=[O:28])[CH:25]([CH3:27])[CH3:26])[CH:20]=[CH:21][CH:22]=3)[CH2:13][CH2:12]2)=[CH:4][CH:3]=1.[CH3:30][O:31][C:32]1[CH:37]=[CH:36][C:35](O)=[CH:34][CH:33]=1>>[Cl:1][C:2]1[CH:3]=[CH:4][C:5]([CH:8]([O:29][C:35]2[CH:36]=[CH:37][C:32]([O:31][CH3:30])=[CH:33][CH:34]=2)[CH2:9][CH2:10][N:11]2[CH2:16][CH2:15][CH:14]([C:17]3[CH:18]=[C:19]([NH:23][C:24](=[O:28])[CH:25]([CH3:26])[CH3:27])[CH:20]=[CH:21][CH:22]=3)[CH2:13][CH2:12]2)=[CH:6][CH:7]=1. Procedure: Prepared by Procedure A and Scheme AN using N-(3-{1-[3-(4-chlorophenyl)-3-hydroxypropyl]-4-piperidinyl}phenyl)-2-methylpropanamide and 4-methoxyphenol: ESMS m/e: 520.8 (M+H)+.